Dataset: the Open Reaction Database (ORD), a public repository of structured organic reaction records. Task: describe an organic reaction: reactants, conditions, products, and yield Reactants: N1CCCC2=CC=CC=C12 (1,2,3,4-tetrahydroquinoline), C(C)OC(COC1=C(C=C2C(=NC=NC2=C1)Cl)OC)=O ((4-chloro-6-methoxy-quinazolin-7-yloxy)-acetic acid ethyl ester). As a reaction SMILES: [NH:1]1[C:10]2[C:5](=[CH:6][CH:7]=[CH:8][CH:9]=2)[CH2:4][CH2:3][CH2:2]1.[CH2:11]([O:13][C:14](=[O:30])[CH2:15][O:16][C:17]1[CH:26]=[C:25]2[C:20]([C:21](Cl)=[N:22][CH:23]=[N:24]2)=[CH:19][C:18]=1[O:28][CH3:29])[CH3:12]>>[CH2:11]([O:13][C:14](=[O:30])[CH2:15][O:16][C:17]1[CH:26]=[C:25]2[C:20]([C:21]([N:1]3[C:10]4[C:5](=[CH:6][CH:7]=[CH:8][CH:9]=4)[CH2:4][CH2:3][CH2:2]3)=[N:22][CH:23]=[N:24]2)=[CH:19][C:18]=1[O:28][CH3:29])[CH3:12]. Isolated yield 2.0%. Yields the product C(C)OC(COC1=C(C=C2C(=NC=NC2=C1)N1CCCC2=CC=CC=C12)OC)=O (4-(3,4-Dihydro-2H-quinolin-1-yl)-6-methoxy-quinazolin-7-yloxyl-acetic acid ethyl ester). Reported procedure: Utilizing a procedure analogous to that described in Example 1, this product was prepared in 2% yield from 1,2,3,4-tetrahydroquinoline and (4-chloro-6-methoxy-quinazolin-7-yloxy)-acetic acid ethyl ester. (film; LC-MS: 393 (MH+)). Starting materials: O (water), FC1=C(CBr)C(=CC=C1F)F (2,3,6-trifluorobenzyl bromide), C([O-])([O-])=O.[Cs+].[Cs+] (caesium carbonate), FC=1C=C2C(=NC1)NN=C2I (5-Fluoro-3-iod-1H-pyrazolo[3,4-b]pyridine). Solvent: CN(C)C=O (DMF). Reaction conditions: time 8 hour. The product is FC=1C=C2C(=NC1)N(N=C2I)CC2=C(C(=CC=C2F)F)F (5-Fluoro-3-iodo-1-(2,3,6-trifluorobenzyl)-1H-pyrazolo[3,4-b]pyridine). Reaction SMILES: [F:1][C:2]1[CH:3]=[C:4]2[C:10]([I:11])=[N:9][NH:8][C:5]2=[N:6][CH:7]=1.[F:12][C:13]1[C:20]([F:21])=[CH:19][CH:18]=[C:17]([F:22])[C:14]=1[CH2:15]Br.C(=O)([O-])[O-].[Cs+].[Cs+].O>CN(C=O)C>[F:1][C:2]1[CH:3]=[C:4]2[C:10]([I:11])=[N:9][N:8]([CH2:15][C:14]3[C:17]([F:22])=[CH:18][CH:19]=[C:20]([F:21])[C:13]=3[F:12])[C:5]2=[N:6][CH:7]=1 |f:2.3.4|. Procedure details: 10.0 g (38.021 mmol) of the compound from Example 6A were initially charged in DMF (170 ml), and 9.41 g (41.823 mmol) of 2,3,6-trifluorobenzyl bromide and 13.62 g (41.82 mmol) of caesium carbonate were then added. The mixture was stirred at RT overnight. The reaction mixture was then added to water (200 ml) and stirred for 15 min A precipitate was filtered off with suction, washed with water and subsequently dried under high vacuum. This gave 12.1 g of the title compound (78% of theory). Yields the product Cc1cc(C(=O)NCCO)ncc1C(Sc1ccc(F)cc1)c1c(F)ccc(F)c1F. Reaction SMILES: [CH2:51]([N:52]=[C:53]=[N:54][CH2:55][CH2:56][CH2:57][N:58]([CH3:59])[CH3:60])[CH3:61].[CH2:62]([Cl:63])[Cl:64].[CH3:43][N:44]1[CH2:45][CH2:46][O:47][CH2:48][CH2:49]1.[ClH:50].[F:1][c:2]1[cH:3][cH:4][c:5]([S:8][CH:9]([c:10]2[c:11]([CH3:19])[cH:12][c:13]([C:16](=[O:17])[OH:18])[n:14][cH:15]2)[c:20]2[c:21]([F:28])[c:22]([F:27])[cH:23][cH:24][c:25]2[F:26])[cH:6][cH:7]1.[NH2:29][CH2:30][CH2:31][OH:32].[OH:33][n:34]1[c:35]2[cH:36][cH:37][cH:38][cH:39][c:40]2[n:41][n:42]1>>[F:1][c:2]1[cH:3][cH:4][c:5]([S:8][CH:9]([c:10]2[c:11]([CH3:19])[cH:12][c:13]([C:16](=[O:17])[NH:29][CH2:30][CH2:31][OH:32])[n:14][cH:15]2)[c:20]2[c:21]([F:28])[c:22]([F:27])[cH:23][cH:24][c:25]2[F:26])[cH:6][cH:7]1. Reactants: CCN=C=NCCCN(C)C, ClCCl, CN1CCOCC1, Cl, Cc1cc(C(=O)O)ncc1C(Sc1ccc(F)cc1)c1c(F)ccc(F)c1F, NCCO, On1nnc2ccccc21. Reactants: IC1=C2C(=C(N=C1)N)OC(=C2)C2=CSC1=CN=CC=C12 (4-iodo-2-thieno[2,3-c]pyridine-3-yl-furo[2,3-c]pyridine-7-ylamine), CC1(OB(OC1(C)C)C=1C=NN(C1)C1CN(C1)C(=O)OC(C)(C)C)C (tert-butyl 3-[4-(4,4,5,5-tetramethyl-1,3,2-dioxaborolan-2-yl)-1H-pyrazol-1-yl]azetidine-1-carboxylate). Product: N1CC(C1)N1N=CC(=C1)C1=C2C(=C(N=C1)N)OC(=C2)C2=CSC1=CN=CC=C12 (4-(1-azetidin-3-yl-1H-pyrazol-4-yl)-2-thieno[2,3-c]pyridin-3-yl-furo[2,3-c]pyridin-7-ylamine). RXN SMILES: I[C:2]1[CH:7]=[N:6][C:5]([NH2:8])=[C:4]2[O:9][C:10]([C:12]3[C:20]4[C:15](=[CH:16][N:17]=[CH:18][CH:19]=4)[S:14][CH:13]=3)=[CH:11][C:3]=12.CC1(C)C(C)(C)OB([C:29]2[CH:30]=[N:31][N:32]([CH:34]3[CH2:37][N:36](C(OC(C)(C)C)=O)[CH2:35]3)[CH:33]=2)O1>>[NH:36]1[CH2:37][CH:34]([N:32]2[CH:33]=[C:29]([C:2]3[CH:7]=[N:6][C:5]([NH2:8])=[C:4]4[O:9][C:10]([C:12]5[C:20]6[C:15](=[CH:16][N:17]=[CH:18][CH:19]=6)[S:14][CH:13]=5)=[CH:11][C:3]=34)[CH:30]=[N:31]2)[CH2:35]1. Procedure: The title compound was prepared from 4-iodo-2-thieno[2,3-c]pyridine-3-yl-furo[2,3-c]pyridine-7-ylamine and tert-butyl 3-[4-(4,4,5,5-tetramethyl-1,3,2-dioxaborolan-2-yl)-1H-pyrazol-1-yl]azetidine-1-carboxylate by a procedure analogous to Example 68 followed by deprotection by a procedure analogous to Example 64, Step B. 1H NMR (400 MHz, CD3OD): δ 9.29 (s, 1 H), 8.75 (s, 1 H), 8.63 (d, J=6.1 Hz, 1 H), 8.59 (d, J=6.1 Hz, 1 H), 8.26 (s, 1 H), 8.08 (s, 1H), 7.96 (s, 1H), 7.62 (s, 1H), 5.32 (m, 1H), 4... Reactants: O=C(n1ccnc1)n1ccnc1, C1COCCN1, CN(C)C=O, [Cl-], [NH4+], CC#CCC(C)C(O)C=CC1C(O)CC2Oc3c(CCCC(=O)O)cccc3C21. Yields the product CC#CCC(C)C(O)C=CC1C(O)CC2Oc3c(CCCCN4CCOCC4)cccc3C21. RXN SMILES: [C:30]([n:31]1[cH:32][cH:33][n:34][cH:35]1)([n:36]1[cH:37][cH:38][n:39][cH:40]1)=[O:41].[CH2:42]1[CH2:43][O:44][CH2:45][CH2:46][NH:47]1.[CH3:50][N:51]([CH3:52])[CH:53]=[O:54].[Cl-:48].[NH4+:49].[OH:1][CH:2]1[CH:3]([CH:20]=[CH:21][CH:22]([CH:23]([CH2:24][C:25]#[C:26][CH3:27])[CH3:28])[OH:29])[CH:4]2[CH:5]([O:6][c:7]3[c:8]2[cH:9][cH:10][cH:11][c:12]3[CH2:13][CH2:14][CH2:15][C:16]([OH:17])=[O:18])[CH2:19]1>>[OH:1][CH:2]1[CH:3]([CH:20]=[CH:21][CH:22]([CH:23]([CH2:24][C:25]#[C:26][CH3:27])[CH3:28])[OH:29])[CH:4]2[CH:5]([O:6][c:7]3[c:8]2[cH:9][cH:10][cH:11][c:12]3[CH2:13][CH2:14][CH2:15][CH2:16][N:47]2[CH2:42][CH2:43][O:44][CH2:45][CH2:46]2)[CH2:19]1.